Dataset: the Open Reaction Database (ORD), a public repository of structured organic reaction records. Task: describe an organic reaction: reactants, conditions, products, and yield Reactants: C(C)OC(CSC1=CN=C(S1)NC(=O)N(CC1CCCC1)C1=CC=C2CCN(C2=C1)C(C)=O)=O ({2-[3-(1-acetyl-2,3-dihydro-1H-indol-6-yl)-3-cyclopentylmethyl-ureido]-thiazol-5-ylsulfanyl}-acetic acid ethyl ester), C(C)OC(CSC1=CN=C(S1)N)=O ((2-amino-thiazol-5-ylsulfanyl)acetic acid ethyl ester), C1(CCCC1)CN(C(NC=1SC=C(N1)CC(=O)O)=O)C1=CC=C(C=C1)S(=O)(=O)C ({2-[3-cyclopentylmethyl-3-(4-methanesulfonyl-phenyl)-ureido]-thiazol-4-yl}-acetic acid), C1(CCCC1)CNC1=CC=C2CCN(C2=C1)C(C)=O (1-[6-(cyclopentylmethyl-amino)-2,3-dihydro-indol-1-yl]-ethanone). Product: C(C)(=O)N1CCC2=CC=C(C=C12)N(C(N(C=1SC(=CN1)SCC(=O)O)C)=O)C1CCCC1 ({2-[3-(1-Acetyl-2,3-dihydro-1H-indol-6-yl)-3-cyclopentyl methyl-ureido]-thiazol-5-ylsulfanyl}-acetic acid). Reaction SMILES: C([O:3][C:4](=[O:34])[CH2:5][S:6][C:7]1[S:11][C:10]([NH:12][C:13]([N:15]([C:22]2[CH:30]=[C:29]3[C:25]([CH2:26][CH2:27][N:28]3[C:31](=[O:33])[CH3:32])=[CH:24][CH:23]=2)[CH2:16][CH:17]2[CH2:21][CH2:20][CH2:19]C2)=[O:14])=[N:9][CH:8]=1)C.[CH:35]1(CN(C2C=CC(S(C)(=O)=O)=CC=2)C(=O)NC2SC=C(CC(O)=O)N=2)CCCC1.C1(CNC2C=C3C(CCN3C(=O)C)=CC=2)CCCC1.C(OC(=O)CSC1SC(N)=NC=1)C>>[C:31]([N:28]1[C:29]2[C:25](=[CH:24][CH:23]=[C:22]([N:15]([CH:16]3[CH2:19][CH2:20][CH2:21][CH2:17]3)[C:13](=[O:14])[N:12]([CH3:35])[C:10]3[S:11][C:7]([S:6][CH2:5][C:4]([OH:3])=[O:34])=[CH:8][N:9]=3)[CH:30]=2)[CH2:26][CH2:27]1)(=[O:33])[CH3:32]. Reported procedure: The title compound was prepared via {2-[3-(1-acetyl-2,3-dihydro-1H-indol-6-yl)-3-cyclopentylmethyl-ureido]-thiazol-5-ylsulfanyl}-acetic acid ethyl ester in a similar manner as described for the synthesis of {2-[3-cyclopentylmethyl-3-(4-methanesulfonyl-phenyl)-ureido]-thiazol-4-yl}-acetic acid, using 1-[6-(cyclopentylmethyl-amino)-2,3-dihydro-indol-1-yl]-ethanone and (2-amino-thiazol-5-ylsulfanyl)acetic acid ethyl ester Reactants: ClCCl, O=C(Cl)OCc1ccccc1, CCOC(=O)C=C(C)N. Yields the product CCOC(=O)C=C(C)NC(=O)OCc1ccccc1. RXN SMILES: [CH2:21]([Cl:22])[Cl:23].[Cl:1][C:2](=[O:3])[O:4][CH2:5][c:6]1[cH:7][cH:8][cH:9][cH:10][cH:11]1.[NH2:12][C:13](=[CH:14][C:15](=[O:16])[O:17][CH2:18][CH3:19])[CH3:20]>>[C:2](=[O:3])([O:4][CH2:5][c:6]1[cH:7][cH:8][cH:9][cH:10][cH:11]1)[NH:12][C:13](=[CH:14][C:15](=[O:16])[O:17][CH2:18][CH3:19])[CH3:20]. The reactants are CNC (dimethylamine), Cl.C1(CC1)CN1C(=NC2=C1C=CC(=C2)S(=O)(=O)C(C(=O)Cl)(C)C)CC(C)(C)C (2-{[1-(cyclopropylmethyl)-2-(2,2-dimethylpropyl)-1H-benzimidazol-5-yl]sulfonyl}-2-methylpropanoyl chloride hydrochloride). Solvent: ClCCl (dichloromethane), ClCCl (dichloromethane), ClCCl (dichloromethane). Reaction conditions: time 1.5 hour. The product is C1(CC1)CN1C(=NC2=C1C=CC(=C2)S(=O)(=O)C(C(=O)N(C)C)(C)C)CC(C)(C)C (2-{[1-(Cyclopropylmethyl)-2-(2,2-dimethylpropyl)-1H-benzimidazol-5-yl]sulfonyl}-N,N,2-trimethylpropanamide). Yield: 47.0%. RXN SMILES: [CH3:1][NH:2][CH3:3].Cl.[CH:5]1([CH2:8][N:9]2[C:13]3[CH:14]=[CH:15][C:16]([S:18]([C:21]([CH3:26])([CH3:25])[C:22](Cl)=[O:23])(=[O:20])=[O:19])=[CH:17][C:12]=3[N:11]=[C:10]2[CH2:27][C:28]([CH3:31])([CH3:30])[CH3:29])[CH2:7][CH2:6]1>ClCCl>[CH:5]1([CH2:8][N:9]2[C:13]3[CH:14]=[CH:15][C:16]([S:18]([C:21]([CH3:26])([CH3:25])[C:22]([N:2]([CH3:3])[CH3:1])=[O:23])(=[O:20])=[O:19])=[CH:17][C:12]=3[N:11]=[C:10]2[CH2:27][C:28]([CH3:31])([CH3:30])[CH3:29])[CH2:7][CH2:6]1 |f:1.2|. Procedure details: To a solution of dimethylamine (2 mol/L tetrahydrofurane solution, 0.950 mL, 1.90 mmol) in dichloromethane (3 mL) was added 2-{[1-(cyclopropylmethyl)-2-(2,2-dimethylpropyl)-1H-benzimidazol-5-yl]sulfonyl}-2-methylpropanoyl chloride hydrochloride (Step A, 175 mg, 0.380 mmol) in dichloromethane (2 mL) at room temperature. After stirring at the same temperature for 1.5 h, the mixture was diluted with dichloromethane. The whole was washed with saturated sodium hydrogencarbonate aqueous solution, drie...